Dataset: the Open Reaction Database (ORD), a public repository of structured organic reaction records. Task: describe an organic reaction: reactants, conditions, products, and yield Starting materials: C(#N)C1(CCCC1)NC(CCCC)=O (1-cyano-1-n-pentanoylaminocyclopentane), CO (methanol). Yields the product C(CCC)C1=NC2(C(N1)=O)CCCC2 (2-butyl-1,3-diaza-spiro[4.4]non-1-en-4one). As a reaction SMILES: [C:1]([C:3]1([NH:8][C:9](=O)[CH2:10][CH2:11][CH2:12][CH3:13])[CH2:7][CH2:6][CH2:5][CH2:4]1)#[N:2].C[OH:16]>>[CH2:10]([C:9]1[NH:2][C:1](=[O:16])[C:3]2([CH2:7][CH2:6][CH2:5][CH2:4]2)[N:8]=1)[CH2:11][CH2:12][CH3:13]. Reported procedure: To 19.6 g (0,1 mol) of 1-cyano-1-n-pentanoylaminocyclopentane dissolved in 70 ml of methanol, 5 g of Varion AD resin was added the reaction mixture was heated under reflux conditions for 3 hours. After filtration and evaporation 16.5 g (71.7%) of title compound was obtained, assay by GC: 92%.